Dataset: the Open Reaction Database (ORD), a public repository of structured organic reaction records. Task: describe an organic reaction: reactants, conditions, products, and yield Starting materials: [N+](=O)([O-])C=1C=C(C=CC1)CCOC(C)=O (acetic acid 2-(3-nitro-phenyl)-ethyl ester). Reagents/catalysts: [Pd] (palladium on carbon). Solvent: C(C)(=O)OCC (ethyl acetate). Conditions: time 1 hour. The product is NC=1C=C(C=CC1)CCOC(C)=O (acetic acid 2-(3-amino-phenyl)-ethyl ester). As a reaction SMILES: [N+:1]([C:4]1[CH:5]=[C:6]([CH2:10][CH2:11][O:12][C:13](=[O:15])[CH3:14])[CH:7]=[CH:8][CH:9]=1)([O-])=O>C(OCC)(=O)C.[Pd]>[NH2:1][C:4]1[CH:5]=[C:6]([CH2:10][CH2:11][O:12][C:13](=[O:15])[CH3:14])[CH:7]=[CH:8][CH:9]=1. Procedure: To a solution of acetic acid 2-(3-nitro-phenyl)-ethyl ester (15 g, 71.7 mmol) (from Example 3a supra) in ethyl acetate (150 mL), was added 10% palladium on carbon (1.5 g) (Aldrich). This mixture was hydrogenated at room temperature on the Parr apparatus at 50 psi for one hour. The reaction mixture was filtered over a bed of Celite® and washed with ethyl acetate. The filtrate was concentrated under reduced pressure to give acetic acid 2-(3-amino-phenyl)-ethyl ester. (Yield 12.81 g, 71.48 mmol, 99... Yields the product CC1=CC=C(C=C1)C1=CN=C(O1)CCC(=O)NC1=CC=C2C=NN(C2=C1)CCN1CCCC1 (3-[5-(4-methylphenyl)-1,3-oxazol-2-yl]-N-[1-(2-pyrrolidin-1-ylethyl)-1H-indazol-6-yl]propanamide). Reported procedure: According to the procedure for Example 49, 1-(2-pyrrolidin-1-yl-ethyl)-1H-indazol-6-ylamine and 3-(5-p-tolyl-oxazol-2-yl)-propionic acid were processed to provide the title compound. MS (DCI/NH3) MS m/z 444 (M+H)+. 1H NMR (500 MHz, DMSO-d6) δ ppm 1.82 (m, 2 H), 1.98 (m, 2 H), 2.32 (s, 3 H), 2.93 (t, J=7.02 Hz, 2 H), 3.03 (m, 2 H), 3.15 (t, J=7.02 Hz, 2 H), 3.52 (m, 2 H), 3.69 (q, J=5.93 Hz, 2 H), 4.67 (t, J=6.24 Hz, 2 H), 7.10 (m, 1 H), 7.25 (m, 2 H), 7.47 (s, 1 H), 7.55 (m, 2 H), 7.71 (m, 1 H),... Starting materials: N1(CCCC1)CCN1N=CC2=CC=C(C=C12)N (1-(2-pyrrolidin-1-yl-ethyl)-1H-indazol-6-ylamine), C1(=CC=C(C=C1)C1=CN=C(O1)CCC(=O)O)C (3-(5-p-tolyl-oxazol-2-yl)-propionic acid). Reaction SMILES: [N:1]1([CH2:6][CH2:7][N:8]2[C:16]3[C:11](=[CH:12][CH:13]=[C:14]([NH2:17])[CH:15]=3)[CH:10]=[N:9]2)[CH2:5][CH2:4][CH2:3][CH2:2]1.[C:18]1([CH3:34])[CH:23]=[CH:22][C:21]([C:24]2[O:28][C:27]([CH2:29][CH2:30][C:31](O)=[O:32])=[N:26][CH:25]=2)=[CH:20][CH:19]=1>>[CH3:34][C:18]1[CH:19]=[CH:20][C:21]([C:24]2[O:28][C:27]([CH2:29][CH2:30][C:31]([NH:17][C:14]3[CH:15]=[C:16]4[C:11]([CH:10]=[N:9][N:8]4[CH2:7][CH2:6][N:1]4[CH2:5][CH2:4][CH2:3][CH2:2]4)=[CH:12][CH:13]=3)=[O:32])=[N:26][CH:25]=2)=[CH:22][CH:23]=1. Solvent: C(C)O (ethanol), C(C)O (ethanol). As a reaction SMILES: [O:1]1[CH:5]=[CH:4][C:3]2[CH:6]=[CH:7][CH:8]=[C:9]([NH:10][C:11]([NH:13][CH2:14][CH2:15][OH:16])=S)[C:2]1=2.[Na]>C(O)C.C([O-])(=O)C.[Hg+2].C([O-])(=O)C>[O:16]1[CH2:15][CH2:14][N:13]=[C:11]1[NH:10][C:9]1[C:2]2[O:1][CH:5]=[CH:4][C:3]=2[CH:6]=[CH:7][CH:8]=1 |f:3.4.5,^1:16|. The product is O1C(=NCC1)NC1=CC=CC2=C1OC=C2 (7-(2-Oxazolin-2-yl)amino-benzo[b]furan). Reported procedure: 5.4 g of N-benzo[b]furan-7-yl-N'-2-hydroxyethylthiourea in 300 ml of ethanol are boiled under reflux and are treated with a solution of 1.12 g of sodium in 25 ml of ethanol. The hot mixture is treated with 8.1 g of mercury(II) acetate over 1/2 minute, refluxed for 15 minutes and then filtered. The filtrate is evaporated to dryness. The residue is partitioned between 40 ml of 1 N hydrochloric acid and 40 ml of methylene chloride. The aqueous phase is treated with active charcoal, filtered and mad... Reactants: O1C2=C(C=C1)C=CC=C2NC(=S)NCCO (N-benzo[b]furan-7-yl-N'-2-hydroxyethylthiourea), [Na] (sodium). The reagents and catalysts are C(C)(=O)[O-].[Hg+2].C(C)(=O)[O-] (mercury(II) acetate). The reactants are C1CCOC1, CN([SiH](C)C)[Si](C)(C)C, C[Si](C)(C)Cl, OCCCc1c[nH]c2ccccc12. Yields the product C[Si](C)(C)OCCCc1c[nH]c2ccccc12. RXN SMILES: [CH2:28]1[O:29][CH2:30][CH2:31][CH2:32]1.[CH3:14][SiH:15]([CH3:16])[N:21]([Si:17]([CH3:18])([CH3:19])[CH3:20])[CH3:22].[CH3:23][Si:24]([CH3:25])([CH3:26])[Cl:27].[nH:1]1[cH:2][c:3]([CH2:10][CH2:11][CH2:12][OH:13])[c:4]2[cH:5][cH:6][cH:7][cH:8][c:9]12>>[nH:1]1[cH:2][c:3]([CH2:10][CH2:11][CH2:12][O:13][Si:17]([CH3:18])([CH3:19])[CH3:20])[c:4]2[cH:5][cH:6][cH:7][cH:8][c:9]12. The reactants are N (ammonia), [Cl-].C[NH+]1CC=C(CC1)C(=O)OCC (1-methyl-4-ethoxycarbonyl-1,2,5,6-tetrahydropyridinium chloride). The solvent is O (water). Reaction conditions: time 20 hour. The product is [Cl-].C[NH+]1CC=C(CC1)C(N)=O (1-Methyl-4-carbamoyl-1,2,5,6-tetrahydropyridinium chloride). As a reaction SMILES: [NH3:1].[Cl-:2].[CH3:3][NH+:4]1[CH2:9][CH2:8][C:7]([C:10]([O:12]CC)=O)=[CH:6][CH2:5]1>O>[Cl-:2].[CH3:3][NH+:4]1[CH2:9][CH2:8][C:7]([C:10](=[O:12])[NH2:1])=[CH:6][CH2:5]1 |f:1.2,4.5|. Procedure: To a solution of ammonia in water (25%) (50 ml) was added 1-methyl-4-ethoxycarbonyl-1,2,5,6-tetrahydropyridinium chloride (Lambrecht & Mutschler, Arzneimittel Forsch. (Drug Res.) 23, 1427 (1973)) (4.5 g; 21,9 mmol) and the mixture was stirred at room temperature for 20 hours. After evaporation in vacuo, the residue was recrystallized from methanol and ether. M.P. 191°-192° C. Run in ClCCl (dichloromethane), ClCCl (dichloromethane). Product: FC1=CC=C(CCC2=C(C(=O)OC)C=C(C=C2)CBr)C=C1 (methyl 2-(4-fluorophenethyl)-5-bromomethylbenzoate). Isolated yield 58.3%. Reactants: FC1=CC=C(CCC2=C(C(=O)OC)C=C(C=C2)CO)C=C1 (methyl 2-(4-fluorophenethyl)-5-hydroxymethylbenzoate), C(Br)(Br)(Br)Br (carbon tetrabromide), C1(=CC=CC=C1)P(C1=CC=CC=C1)C1=CC=CC=C1 (triphenylphosphine), C(Br)(Br)(Br)Br (carbon tetrabromide), C1(=CC=CC=C1)P(C1=CC=CC=C1)C1=CC=CC=C1 (triphenylphosphine). As a reaction SMILES: [F:1][C:2]1[CH:21]=[CH:20][C:5]([CH2:6][CH2:7][C:8]2[CH:17]=[CH:16][C:15]([CH2:18]O)=[CH:14][C:9]=2[C:10]([O:12][CH3:13])=[O:11])=[CH:4][CH:3]=1.C(Br)(Br)(Br)[Br:23].C1(P(C2C=CC=CC=2)C2C=CC=CC=2)C=CC=CC=1>ClCCl>[F:1][C:2]1[CH:21]=[CH:20][C:5]([CH2:6][CH2:7][C:8]2[CH:17]=[CH:16][C:15]([CH2:18][Br:23])=[CH:14][C:9]=2[C:10]([O:12][CH3:13])=[O:11])=[CH:4][CH:3]=1. Procedure details: A mixture of methyl 2-(4-fluorophenethyl)-5-hydroxymethylbenzoate (13.10 g., 45.43 mmol), carbon tetrabromide(18.08 g, 54.52 mmol) and triphenylphosphine (14.30 g, 54.52 mmol) in dichloromethane (400 ml) was stirred at ambient temperature for 4 hours. More carbon tetrabromide (7.54 g, 23.00 mmol) and triphenylphosphine (5.96 g, 23.00 mmo.) in dichloromethane (50 ml) were added. The reaction was applied directly to a silica flash column and eluted with iso-hexane/ethyl acetate (92.5:7.5) to give ... Conditions: time 4 hour. Reactants: FC1=C(C=CC(=C1)F)[C@]1(OC1)[C@H](C)O ((1S)-1-[(2R)-2-(2,4-difluorophenyl)-2-oxiranyl]ethanol), N1N=CC=C1 (pyrazole). The product is FC1=C(C=CC(=C1)F)[C@]1(OC1)[C@@H](C)N1N=CC=C1 ((2S)-2-(2,4-difluorophenyl)-2-[(1R)-1-(1H-pyrazol-1-yl)ethyl]oxirane). As a reaction SMILES: [F:1][C:2]1[CH:7]=[C:6]([F:8])[CH:5]=[CH:4][C:3]=1[C@:9]1([C@@H:12](O)[CH3:13])[CH2:11][O:10]1.[NH:15]1[CH:19]=[CH:18][CH:17]=[N:16]1>>[F:1][C:2]1[CH:7]=[C:6]([F:8])[CH:5]=[CH:4][C:3]=1[C@:9]1([C@H:12]([N:15]2[CH:19]=[CH:18][CH:17]=[N:16]2)[CH3:13])[CH2:11][O:10]1. Procedure details: Using (1S)-1-[(2R)-2-(2,4-difluorophenyl)-2-oxiranyl]ethanol (569 mg) and pyrazole, (2S)-2-(2,4-difluorophenyl)-2-[(1R)-1-(1H-pyrazol-1-yl)ethyl]oxirane (166 mg) was obtained by the same way as in Reference Example 2.